Dataset: the Open Reaction Database (ORD), a public repository of structured organic reaction records. Task: describe an organic reaction: reactants, conditions, products, and yield Reactants: COC=CCC[C@@H]1CC[C@H](CC1)C1=CC=C(C#N)C=C1 (p-[trans-4-(4-methoxy-3-butenyl)cyclohexyl]benzonitrile), O (water). Solvent: O1CCCC1 (tetrahydrofuran). The product is C(#N)C1=CC=C(C=C1)[C@@H]1CC[C@H](CC1)CCCC=O (4-[trans-4-(p-cyanophenyl)cyclohexyl]butyraldehyde). Yield: 93.0%. RXN SMILES: C[O:2][CH:3]=[CH:4][CH2:5][CH2:6][C@H:7]1[CH2:12][CH2:11][C@H:10]([C:13]2[CH:20]=[CH:19][C:16]([C:17]#[N:18])=[CH:15][CH:14]=2)[CH2:9][CH2:8]1.O>O1CCCC1>[C:17]([C:16]1[CH:19]=[CH:20][C:13]([C@H:10]2[CH2:11][CH2:12][C@H:7]([CH2:6][CH2:5][CH2:4][CH:3]=[O:2])[CH2:8][CH2:9]2)=[CH:14][CH:15]=1)#[N:18]. Procedure details: A solution of 2.95 g of p-[trans-4-(4-methoxy-3-butenyl)cyclohexyl]benzonitrile in 100 ml of tetrahydrofuran/2N hydrochloric acid (vol. 4:1) was heated to reflux for 15 minutes. The reaction mixture was subsequently poured into 100 ml of water and extracted three times with 100 ml of diethyl ether each time. The organic phases were washed twice with 100 ml of water each time, dried over magnesium sulphate and concentrated, whereby 2.6 g (93%) of 4-[trans-4-(p-cyanophenyl)cyclohexyl]butyraldehyde...